Dataset: the Open Reaction Database (ORD), a public repository of structured organic reaction records. Task: describe an organic reaction: reactants, conditions, products, and yield Starting materials: C(C)(C)(C)OC(CC1=CC=C2C(=CN(C2=C1)C(N)=O)NC(=O)N1[C@@H]2C[C@@H]2C[C@H]1C(NCC1=C(C(=CC=C1)Cl)F)=O)=O ((1-carbamoyl-3-{[(1R,3S,5R)-3-(3-chloro-2-fluoro-benzylcarbamoyl)-2-aza-bicyclo[3.1.0]hexane-2-carbonyl]-amino}-1H-indol-6-yl)-acetic acid tert-butyl ester), Example 127, C(=O)(C(F)(F)F)O (TFA). The solvent is C(Cl)Cl (CH2Cl2). Run at time 1 hour. Yields the product C(N)(=O)N1C=C(C2=CC=C(C=C12)CC(=O)O)NC(=O)N1[C@@H]2C[C@@H]2C[C@H]1C(NCC1=C(C(=CC=C1)Cl)F)=O ((1-Carbamoyl-3-{[(1R,3S,5R)-3-(3-chloro-2-fluoro-benzylcarbamoyl)-2-aza-bicyclo[3.1.0]hexane-2-carbonyl]-amino}-1H-indol-6-yl)-acetic acid). RXN SMILES: C([O:5][C:6](=[O:41])[CH2:7][C:8]1[CH:16]=[C:15]2[C:11]([C:12]([NH:20][C:21]([N:23]3[C@H:28]([C:29](=[O:40])[NH:30][CH2:31][C:32]4[CH:37]=[CH:36][CH:35]=[C:34]([Cl:38])[C:33]=4[F:39])[CH2:27][C@@H:26]4[C@H:24]3[CH2:25]4)=[O:22])=[CH:13][N:14]2[C:17](=[O:19])[NH2:18])=[CH:10][CH:9]=1)(C)(C)C.C(O)(C(F)(F)F)=O>C(Cl)Cl>[C:17]([N:14]1[C:15]2[C:11](=[CH:10][CH:9]=[C:8]([CH2:7][C:6]([OH:41])=[O:5])[CH:16]=2)[C:12]([NH:20][C:21]([N:23]2[C@H:28]([C:29](=[O:40])[NH:30][CH2:31][C:32]3[CH:37]=[CH:36][CH:35]=[C:34]([Cl:38])[C:33]=3[F:39])[CH2:27][C@@H:26]3[C@H:24]2[CH2:25]3)=[O:22])=[CH:13]1)(=[O:19])[NH2:18]. Reported procedure: to a solution of (1-carbamoyl-3-{[(1R,3S,5R)-3-(3-chloro-2-fluoro-benzylcarbamoyl)-2-aza-bicyclo[3.1.0]hexane-2-carbonyl]-amino}-1H-indol-6-yl)-acetic acid tert-butyl ester Example 127 (30 mg, 0.051 mmol) in CH2Cl2 (0.5 mL) was added TFA (157 μL, 2.05 mmol) and the mixture was stirred at RT for 1 h. Then concentrated and the crude residue was taken up in Et2O and filtered-off to give the desired material. MS (UPLC): 528.2/530.3 [M+H]+, 1055.6/1057.2 [2M+H]+, 483.1/485.1 [M−CONH2]−, 1053.6/1055.6... The reactants are C([O-])(O)=O.[Na+] (sodium bicarbonate), FC(C=1C=C2C(=CC=NC2=CC1)N)(F)F (6-(trifluoromethyl)quinolin-4-amine), ClC(=O)OCC1=CC=CC=C1 (benzyl chloroformate). The solvent is C(C)(=O)OCC (ethyl acetate). Conditions: temperature 0 celsius, time 8 hour. Product: FC(C=1C=C2C(=CC=NC2=CC1)NC(OCC1=CC=CC=C1)=O)(F)F (benzyl (6-(trifluoromethyl)quinolin-4-yl)carbamate). RXN SMILES: C(=O)(O)[O-].[Na+].[F:6][C:7]([F:20])([F:19])[C:8]1[CH:9]=[C:10]2[C:15](=[CH:16][CH:17]=1)[N:14]=[CH:13][CH:12]=[C:11]2[NH2:18].Cl[C:22]([O:24][CH2:25][C:26]1[CH:31]=[CH:30][CH:29]=[CH:28][CH:27]=1)=[O:23]>C(OCC)(=O)C>[F:20][C:7]([F:6])([F:19])[C:8]1[CH:9]=[C:10]2[C:15](=[CH:16][CH:17]=1)[N:14]=[CH:13][CH:12]=[C:11]2[NH:18][C:22](=[O:23])[O:24][CH2:25][C:26]1[CH:31]=[CH:30][CH:29]=[CH:28][CH:27]=1 |f:0.1|. Reported procedure: A rapidly stirred mixture of ethyl acetate and saturated aqueous sodium bicarbonate containing commercially available 6-(trifluoromethyl)quinolin-4-amine (558 mg, 2.63 mmol) was cooled to 0° C. and treated dropwise with benzyl chloroformate (1.10 mL, 3.29 mmol). After stirring overnight warming to room temperature, the aqueous layer was removed and the organic layer concentrated in vacuo. Purification of the residue by flash chromatography (silica gel, 0-20% MeOH/Ethyl acetate) yielded the produ... Starting materials: C(C)(C)(C)OC(N[C@H](C(CCl)=O)CC1=CC=CC=C1)=O ([1(S)-benzyl-2-oxo-3-chloropropyl]carbamic acid t-butyl ester), Cl (hydrochloric acid). Conditions: temperature 25 celsius, time 16 hour. Product: C(C)(C)(C)OC(N[C@H]([C@@H](CCl)O)CC1=CC=CC=C1)=O ([1(S)-benzyl-2(S)-hydroxy-3-chloropropyl]carbamic acid t-butyl ester). RXN SMILES: [C:1]([O:5][C:6](=[O:20])[NH:7][C@@H:8]([CH2:13][C:14]1[CH:19]=[CH:18][CH:17]=[CH:16][CH:15]=1)[C:9](=[O:12])[CH2:10][Cl:11])([CH3:4])([CH3:3])[CH3:2].Cl>>[C:1]([O:5][C:6](=[O:20])[NH:7][C@@H:8]([CH2:13][C:14]1[CH:15]=[CH:16][CH:17]=[CH:18][CH:19]=1)[C@H:9]([OH:12])[CH2:10][Cl:11])([CH3:4])([CH3:2])[CH3:3]. Procedure: To the thus-prepared reducing agent was added 298 mg (1.0 mmol) of [1(S)-benzyl-2-oxo-3-chloropropyl]carbamic acid t-butyl ester, and the mixture was stirred at 25° C. for 16 hours. After hydrolysis with 1 N hydrochloric acid, the reaction mixture was extracted with ethyl acetate. Reactants: CC[O-], CCO, OC(CCCCl)c1ccco1, [Na+], CCOC(=O)CS. The product is CCOC(=O)CSCCCC(O)c1ccco1. RXN SMILES: [CH3:20][CH2:21][O-:22].[CH3:23][CH2:24][OH:25].[Cl:8][CH2:9][CH2:10][CH2:11][CH:12]([OH:13])[c:14]1[o:15][cH:16][cH:17][cH:18]1.[Na+:19].[SH:1][CH2:2][C:3](=[O:4])[O:5][CH2:6][CH3:7]>>[S:1]([CH2:2][C:3](=[O:4])[O:5][CH2:6][CH3:7])[CH2:9][CH2:10][CH2:11][CH:12]([OH:13])[c:14]1[o:15][cH:16][cH:17][cH:18]1.